Dataset: the Open Reaction Database (ORD), a public repository of structured organic reaction records. Task: describe an organic reaction: reactants, conditions, products, and yield Reactants: BrC=1C=CC(=C(CN(CC)C2=CC=C(N=N2)C(=O)O)C1)OCC(=C)C (6-[N-(5-Bromo-2-(2-methylprop-2-en-1-yloxy)benzyl)-N-ethylamino]pyridazine-3-carboxylic acid), BrC=1C=CC(=C(CN(CC)C2=CC=C(N=N2)C(=O)O)C1)OCC(=C)C (6-[N-(5-Bromo-2-(2-methylprop-2-en-1-yloxy)benzyl)-N-ethylamino]pyridazine-3-carboxylic acid), 1-(3-dimethylaminopropyl)-3-ethyl-carbodiimide hydrochloride (EDAC),, CN(C)C1=NC=CC=C1 (dimethylaminopyridine), CC1=NOC(=C1S(=O)(=O)N)C (3,5-dimethylisoxazol-4-ylsulfonamide), O.CO (water methanol). Run in ClCCl (dichloromethane), C(C)O.ClCCl (ethanol dichloromethane). Run at time 72 hour. Yields the product CC1=NOC(=C1S(=O)(=O)NC(=O)C=1N=NC(=CC1)N(CC)CC1=C(C=CC(=C1)Br)OCC(=C)C)C (N-(3,5-Dimethylisoxazol-4-ylsulphonyl)-6-[N-(5-bromo-2-(2-methylprop-2-en-1-yloxy)benzyl)-N-ethylamino]pyridazine-3-carboxamide). Reaction SMILES: [Br:1][C:2]1[CH:3]=[CH:4][C:5]([O:21][CH2:22][C:23]([CH3:25])=[CH2:24])=[C:6]([CH:20]=1)[CH2:7][N:8]([C:11]1[N:16]=[N:15][C:14]([C:17]([OH:19])=O)=[CH:13][CH:12]=1)[CH2:9][CH3:10].CN(C1C=CC=CN=1)C.[CH3:35][C:36]1[C:40]([S:41]([NH2:44])(=[O:43])=[O:42])=[C:39]([CH3:45])[O:38][N:37]=1.O.CO>ClCCl.C(O)C.ClCCl>[CH3:35][C:36]1[C:40]([S:41]([NH:44][C:17]([C:14]2[N:15]=[N:16][C:11]([N:8]([CH2:7][C:6]3[CH:20]=[C:2]([Br:1])[CH:3]=[CH:4][C:5]=3[O:21][CH2:22][C:23]([CH3:25])=[CH2:24])[CH2:9][CH3:10])=[CH:12][CH:13]=2)=[O:19])(=[O:43])=[O:42])=[C:39]([CH3:45])[O:38][N:37]=1 |f:3.4,6.7|. Procedure details: 6-[N-(5-Bromo-2-(2-methylprop-2-en-1-yloxy)benzyl)-N-ethylamino]pyridazine-3-carboxylic acid (example 2, compound 15) (187 mg, 0.46 mmol) was dissolved in dichloromethane (20 ml) and (1-(3-dimethylaminopropyl)-3-ethyl-carbodiimide hydrochloride (EDAC),(133 mg, 0.69 mmol), dimethylaminopyridine (DMAP) (113 mg, 0.92 mmol) and 3,5-dimethylisoxazol-4-ylsulfonamide (98 mg, 0.56 mmol) were added. The mixture was stirred at ambient temperature under argon for 72 hours, after which TLC (25% water/methan... Reactants: BrC1=CC=C2C=CC(=NC2=C1)[C@@H](C)NC(=O)[C@H]1NN(CCC1)C([C@H](C)NC([C@H](C(C)C)NC(C(C=C)(C)CCO)=O)=O)=O ((S)-1-((S)-2-{(S)-2-[2-(2-hydroxy-ethyl)-2-methyl-but-3-enoylamino]-3-methyl-butyrylamino}-propionyl)-hexahydro-pyridazine-3-carboxylic acid [(R)-1-(7-bromo-quinolin-2-yl)-ethyl]-amide), C1(=CC=C(C=C1)S(=O)(=O)Cl)C (para-toluenesulfonyl chloride), C1(=CC=C(C=C1)S(=O)(=O)Cl)C (para-toluenesulfonyl chloride). Reagents/catalysts: CN(C1=CC=NC=C1)C (4-dimethylaminopyridine), CN(C1=CC=NC=C1)C (4-dimethylaminopyridine). The solvent is ClCCl (dichloromethane). Conditions: time 2.5 hour. The product is BrC1=CC=C2C=CC(=NC2=C1)[C@@H](C)NC(=O)[C@H]1NN(CCC1)C([C@H](C)NC([C@H](C(C)C)N1C(C(CC1)(C=C)C)=O)=O)=O ((S)-1-{(S)-2-[(S)-3-Methyl-2-(3-methyl-2-oxo-3-vinyl-pyrrolidin-1-yl)-butyrylamino]-propionyl}-hexahydro-pyridazine-3-carboxylic acid [(R)-1-(7-bromo-quinolin-2-yl)-ethyl]-amide). Isolated yield 42.6%. Reaction SMILES: [Br:1][C:2]1[CH:11]=[C:10]2[C:5]([CH:6]=[CH:7][C:8]([C@H:12]([NH:14][C:15]([C@@H:17]3[CH2:22][CH2:21][CH2:20][N:19]([C:23](=[O:43])[C@@H:24]([NH:26][C:27](=[O:42])[C@@H:28]([NH:32][C:33](=[O:41])[C:34]([CH2:38][CH2:39]O)([CH3:37])[CH:35]=[CH2:36])[CH:29]([CH3:31])[CH3:30])[CH3:25])[NH:18]3)=[O:16])[CH3:13])=[N:9]2)=[CH:4][CH:3]=1.C1(C)C=CC(S(Cl)(=O)=O)=CC=1>CN(C)C1C=CN=CC=1.ClCCl>[Br:1][C:2]1[CH:11]=[C:10]2[C:5]([CH:6]=[CH:7][C:8]([C@H:12]([NH:14][C:15]([C@@H:17]3[CH2:22][CH2:21][CH2:20][N:19]([C:23](=[O:43])[C@@H:24]([NH:26][C:27](=[O:42])[C@@H:28]([N:32]4[CH2:36][CH2:35][C:34]([CH3:37])([CH:38]=[CH2:39])[C:33]4=[O:41])[CH:29]([CH3:31])[CH3:30])[CH3:25])[NH:18]3)=[O:16])[CH3:13])=[N:9]2)=[CH:4][CH:3]=1. Procedure: A solution of (S)-1-((S)-2-{(S)-2-[2-(2-hydroxy-ethyl)-2-methyl-but-3-enoylamino]-3-methyl-butyrylamino}-propionyl)-hexahydro-pyridazine-3-carboxylic acid [(R)-1-(7-bromo-quinolin-2-yl)-ethyl]-amide (186.4 mg, 0.282 mmol) and 4-dimethylaminopyridine (206.7 mg, 1.692 mmol) in dichloromethane (20 mL) was treated with para-toluenesulfonyl chloride (161.6 mg, 0.848 mmol). After stirring at room temperature for 2.5 h, more 4-dimethylaminopyridine (206.7 mg, 1.692 mmol) and para-toluenesulfonyl chlori... Reactants: COc1cc2cc(Nc3cc(C)[nH]n3)nc(Cl)c2cc1OC, Oc1ccccc1. Product: COc1cc2cc(Nc3cc(C)[nH]n3)nc(Oc3ccccc3)c2cc1OC. RXN SMILES: [Cl:8][c:9]1[n:10][c:11]([NH:23][c:24]2[n:25][nH:26][c:27]([CH3:29])[cH:28]2)[cH:12][c:13]2[cH:14][c:15]([O:21][CH3:22])[c:16]([O:19][CH3:20])[cH:17][c:18]12.[OH:1][c:2]1[cH:3][cH:4][cH:5][cH:6][cH:7]1>>[O:1]([c:2]1[cH:3][cH:4][cH:5][cH:6][cH:7]1)[c:9]1[n:10][c:11]([NH:23][c:24]2[n:25][nH:26][c:27]([CH3:29])[cH:28]2)[cH:12][c:13]2[cH:14][c:15]([O:21][CH3:22])[c:16]([O:19][CH3:20])[cH:17][c:18]12. Starting materials: CN(C1=CC(=C(C(=O)N)C(=C1)C)F)C (4-Dimethylamino-2-fluoro-6-methyl-benzamide), COC(N(C)C)OC (dimethylformamide-dimethylacetal). Run in C1CCOC1 (THF). Run at temperature 60 celsius, time 14 hour. Product: CN(C1=CC(=C(C(=O)/N=C/N(C)C)C(=C1)C)F)C (4-Dimethylamino-N-[1-dimethylamino-meth-(E)-ylidene]-2-fluoro-6-methyl-benzamide). As a reaction SMILES: [CH3:1][N:2]([CH3:14])[C:3]1[CH:11]=[C:10]([CH3:12])[C:6]([C:7]([NH2:9])=[O:8])=[C:5]([F:13])[CH:4]=1.CO[CH:17](OC)[N:18]([CH3:20])[CH3:19]>C1COCC1>[CH3:14][N:2]([CH3:1])[C:3]1[CH:11]=[C:10]([CH3:12])[C:6]([C:7](/[N:9]=[CH:17]/[N:18]([CH3:20])[CH3:19])=[O:8])=[C:5]([F:13])[CH:4]=1. Procedure: A suspension of 4-Dimethylamino-2-fluoro-6-methyl-benzamide (0.696 g, 3.55 mmol) with dimethylformamide-dimethylacetal (0.551 mL, 3.90 mmol) in THF (3 mL) was heated to 60° C. After 14 h., solvent was removed to give 4-Dimethylamino-N-[1-dimethylamino-meth-(E)-ylidene]-2-fluoro-6-methyl-benzamide as an oil, which eventually crashed out as a white solid (0.890 g, 100%). Starting materials: CC(CC(C)O)C (4-methyl-2-pentanol), C1(=CC=CC=C1)C (toluene), B(O)(O)O (boric acid). Solvent: O (water). The product is B(OC(C)CC(C)C)(OC(C)CC(C)C)OC(C)CC(C)C (Tri(4-methyl-2-pentyl) Borate). As a reaction SMILES: [CH3:1][CH:2]([CH3:7])[CH2:3][CH:4]([OH:6])[CH3:5].[C:8]1([CH3:14])[CH:13]=[CH:12][CH:11]=C[CH:9]=1.[B:15]([OH:18])(O)[OH:16]>O>[B:15]([O:18][CH:12]([CH2:13][CH:8]([CH3:9])[CH3:14])[CH3:11])([O:16][CH:4]([CH2:3][CH:2]([CH3:7])[CH3:1])[CH3:5])[O:6][CH:4]([CH2:3][CH:2]([CH3:7])[CH3:1])[CH3:5]. Procedure: Approximately 306 grams of 4-methyl-2-pentanol, 100 grams of toluene, and 62 grams of boric acid were charged to a 2-liter glass reactor having an inert nitrogen atmosphere and equipped with heater, agitator, and Dean-Stark tube with condenser. The reactants were heated up to about 155° C. for a period of about 5 hours with agitation unit water evolution during azeotropic distillation ceased. Approximately 52 grams of water was collected. The product was vacuum topped at about 155° C. to remove ... Reactants: CCOC(C)=O, CC(C)C(O)C(=O)N1CCCC1C(=O)NCc1cc(Cl)ccc1CNC(=O)OC(C)(C)C. Product: CC(C)C(O)C(=O)N1CCCC1C(=O)NCc1cc(Cl)ccc1CN. As a reaction SMILES: [CH3:33][CH2:34][O:35][C:36]([CH3:37])=[O:38].[OH:1][CH:2]([C:3](=[O:4])[N:5]1[CH:6]([C:7](=[O:8])[NH:9][CH2:10][c:11]2[c:12]([CH2:18][NH:19][C:20]([O:21][C:22]([CH3:23])([CH3:24])[CH3:25])=[O:26])[cH:13][cH:14][c:15]([Cl:17])[cH:16]2)[CH2:27][CH2:28][CH2:29]1)[CH:30]([CH3:31])[CH3:32]>>[OH:1][CH:2]([C:3](=[O:4])[N:5]1[CH:6]([C:7](=[O:8])[NH:9][CH2:10][c:11]2[c:12]([CH2:18][NH2:19])[cH:13][cH:14][c:15]([Cl:17])[cH:16]2)[CH2:27][CH2:28][CH2:29]1)[CH:30]([CH3:31])[CH3:32]. The reactants are CCOC(=O)C1(Cc2cccc(Nc3ccnn3C(C)(C)C)n2)CCN(C(=O)OC(C)(C)C)CC1, C1COCCO1, CCO, Cl. The product is CCOC(=O)C1(Cc2cccc(Nc3ccnn3C(C)(C)C)n2)CCNCC1. As a reaction SMILES: [C:1]([CH3:2])([CH3:3])([CH3:4])[n:5]1[n:6][cH:7][cH:8][c:9]1[NH:10][c:11]1[cH:12][cH:13][cH:14][c:15]([CH2:17][C:18]2([C:31](=[O:32])[O:33][CH2:34][CH3:35])[CH2:19][CH2:20][N:21]([C:24]([O:25][C:26]([CH3:27])([CH3:28])[CH3:29])=[O:30])[CH2:22][CH2:23]2)[n:16]1.[CH2:37]1[O:38][CH2:39][CH2:40][O:41][CH2:42]1.[CH3:43][CH2:44][OH:45].[ClH:36]>>[C:1]([CH3:2])([CH3:3])([CH3:4])[n:5]1[n:6][cH:7][cH:8][c:9]1[NH:10][c:11]1[cH:12][cH:13][cH:14][c:15]([CH2:17][C:18]2([C:31](=[O:32])[O:33][CH2:34][CH3:35])[CH2:19][CH2:20][NH:21][CH2:22][CH2:23]2)[n:16]1.